Dataset: the Open Reaction Database (ORD), a public repository of structured organic reaction records. Task: describe an organic reaction: reactants, conditions, products, and yield The reactants are C1CCNCC1, CSc1n(C)c2ccccc2[n+]1C, [O-][Cl+3]([O-])([O-])[O-], C1COCCO1. Yields the product [O-][Cl+3]([O-])([O-])[O-], Cn1c(C2CCCCN2)[n+](C)c2ccccc21. Reaction SMILES: [CH2:19]1[CH2:20][CH2:21][NH:22][CH2:23][CH2:24]1.[CH3:6][S:7][c:8]1[n:9]([CH3:18])[c:10]2[c:11]([n+:12]1[CH3:13])[cH:14][cH:15][cH:16][cH:17]2.[Cl+3:1]([O-:2])([O-:3])([O-:4])[O-:5].[O:25]1[CH2:26][CH2:27][O:28][CH2:29][CH2:30]1>>[Cl+3:1]([O-:2])([O-:3])([O-:4])[O-:5].[c:8]1([CH:21]2[CH2:20][CH2:19][CH2:24][CH2:23][NH:22]2)[n:9]([CH3:18])[c:10]2[c:11]([n+:12]1[CH3:13])[cH:14][cH:15][cH:16][cH:17]2. The reactants are C(CCC)OC=1C(C(C1NC(C)(C)C)=O)=O (3-Butoxy-4-tert-butylamino-cyclobut-3-ene-1,2-dione), ClC=1C=C(CN)C=C(C1)Cl (3.5-dichlorobenzylamine). Solvent: O1CCCC1 (tetrahydrofuran). Conditions: time 8 hour. Product: C(C)(C)(C)NC=1C(C(C1NCC1=CC(=CC(=C1)Cl)Cl)=O)=O (3-tert-Butylamino-4-(3.5-dichloro-benzylamino)-cyclobut-3-ene-1,2-dione). Yield: 66.9%. Reaction SMILES: C(O[C:6]1[C:7](=[O:16])[C:8](=[O:15])[C:9]=1[NH:10][C:11]([CH3:14])([CH3:13])[CH3:12])CCC.[Cl:17][C:18]1[CH:19]=[C:20]([CH:23]=[C:24]([Cl:26])[CH:25]=1)[CH2:21][NH2:22]>O1CCCC1>[C:11]([NH:10][C:9]1[C:8](=[O:15])[C:7](=[O:16])[C:6]=1[NH:22][CH2:21][C:20]1[CH:19]=[C:18]([Cl:17])[CH:25]=[C:24]([Cl:26])[CH:23]=1)([CH3:12])([CH3:13])[CH3:14]. Reported procedure: A mixture of 3-butoxy-4-tert-butylamino-cyclobut-3-ene-1,2-dione (1.13 g, 5 mmol, Example 1), 3.5-dichlorobenzylamine (0.88 g, 5 mmol) and tetrahydrofuran (15 mL) was stirred at room temperature overnight, and then was processed as in Example 2, Step 4. Recrystallization (twice) of the crude product from methanol gave 1.095 g of the title compound as a whte solid: mp 281°-283° C. (dec). MS (m/z) 326/328/330 (M+). HPLC indicates a major component (99.2%). The reactants are ClC=1C=CC2=C(C(N3[C@H](C=4N2C=NC4C(=O)O)CCC3)=O)C1 ((S)-7-chloro-11,12,13,13a-tetrahydro-9-oxo-9H-imidazo[1,5-a]pyrrolo[2,1-c][1,4]benzodiazepine-1-carboxylic acid), C(=O)=O (carbon dioxide). The solvent is C(C)(=O)OCC (ethyl acetate). The product is ClC=1C=CC2=C(C(N3[C@H](C=4N2C=NC4)CCC3)=O)C1 ((S)-7-chloro-11,12,13,13a-tetrahydro-9H-imidazo[1,5-a]pyrrolo[2,1-c][1,4]benzodiazepin-9-one). RXN SMILES: [Cl:1][C:2]1[CH:3]=[CH:4][C:5]2[N:11]3[CH:12]=[N:13][C:14](C(O)=O)=[C:10]3[C@@H:9]3[CH2:18][CH2:19][CH2:20][N:8]3[C:7](=[O:21])[C:6]=2[CH:22]=1.C(=O)=O>C(OCC)(=O)C>[Cl:1][C:2]1[CH:3]=[CH:4][C:5]2[N:11]3[CH:12]=[N:13][CH:14]=[C:10]3[C@@H:9]3[CH2:18][CH2:19][CH2:20][N:8]3[C:7](=[O:21])[C:6]=2[CH:22]=1. Procedure details: 5.8 g (18.2 mmol) of (S)-7-chloro-11,12,13,13a-tetrahydro-9-oxo-9H-imidazo[1,5-a]pyrrolo[2,1-c][1,4]benzodiazepine-1-carboxylic acid are heated to 230°. After completion of the carbon dioxide evolution, the melt is treated with ethyl acetate. The solid material is filtered off under suction and dried. There is obtained (S)-7-chloro-11,12,13,13a-tetrahydro-9H-imidazo[1,5-a]pyrrolo[2,1-c][1,4]benzodiazepin-9-one of melting point 216°-217°. Starting materials: NCC(=O)N(C1=CC=CC=C1)CC(N1CC2=CC=CC=C2CC1)=O (2-amino-N-[2-oxo-2-(1,2,3,4-tetrahydro-2-isoquinolyl)ethyl]-N-phenylacetamide), CC=1C=C(C=CC1)N=C=O (3-methylphenyl isocyanate). The product is CC=1C=C(C=CC1)NC(NCC(=O)N(C1=CC=CC=C1)CC(N1CC2=CC=CC=C2CC1)=O)=O (2-[3-(3-methylphenyl)ureido]-N-[2-oxo-2-(1,2,3,4-tetrahydro-2-isoquinolyl)ethyl]-N-phenylacetamide). Isolated yield 36.5%. As a reaction SMILES: [NH2:1][CH2:2][C:3]([N:5]([CH2:12][C:13](=[O:24])[N:14]1[CH2:23][CH2:22][C:21]2[C:16](=[CH:17][CH:18]=[CH:19][CH:20]=2)[CH2:15]1)[C:6]1[CH:11]=[CH:10][CH:9]=[CH:8][CH:7]=1)=[O:4].[CH3:25][C:26]1[CH:27]=[C:28]([N:32]=[C:33]=[O:34])[CH:29]=[CH:30][CH:31]=1>>[CH3:25][C:26]1[CH:27]=[C:28]([NH:32][C:33](=[O:34])[NH:1][CH2:2][C:3]([N:5]([CH2:12][C:13](=[O:24])[N:14]2[CH2:23][CH2:22][C:21]3[C:16](=[CH:17][CH:18]=[CH:19][CH:20]=3)[CH2:15]2)[C:6]2[CH:7]=[CH:8][CH:9]=[CH:10][CH:11]=2)=[O:4])[CH:29]=[CH:30][CH:31]=1. Procedure: The procedure is analogous to that described in Example 106, but 2.0 g of 2-amino-N-[2-oxo-2-(1,2,3,4-tetrahydro-2-isoquinolyl)ethyl]-N-phenylacetamide and 0.8 g of 3-methylphenyl isocyanate are used as the starting material. The crude product is purified by chromatography on 70 g of silica (0.065-0.200 mm) contained in a column 2.5 cm in diameter [eluent: methylene chloride/methanol (98-2 by volume)], collecting 20 cm3 fractions. Fractions 12 to 26 are combined and concentrated to dryness under... The reactants are COC(=O)C(C)O, CC(C)(C)[O-], NS(=O)(=O)N1CCN(c2ccc(Cl)cc2)CC1, [K+], O=S(=O)([O-])C(F)(F)F, C1CCOC1. Reaction SMILES: [C:32]([CH:33]([OH:34])[CH3:35])(=[O:36])[O:37][CH3:38].[CH3:1][C:2]([CH3:3])([O-:4])[CH3:5].[Cl:7][c:8]1[cH:9][cH:10][c:11]([N:14]2[CH2:15][CH2:16][N:17]([S:20](=[O:21])(=[O:22])[NH2:23])[CH2:18][CH2:19]2)[cH:12][cH:13]1.[K+:6].[O-:24][S:25]([C:26]([F:27])([F:28])[F:29])(=[O:30])=[O:31].[O:39]1[CH2:40][CH2:41][CH2:42][CH2:43]1>>[Cl:7][c:8]1[cH:9][cH:10][c:11]([N:14]2[CH2:15][CH2:16][N:17]([S:20](=[O:21])(=[O:22])[NH:23][CH:33]([C:32](=[O:36])[O:37][CH3:38])[CH3:35])[CH2:18][CH2:19]2)[cH:12][cH:13]1. Yields the product COC(=O)C(C)NS(=O)(=O)N1CCN(c2ccc(Cl)cc2)CC1. The reactants are CN(C)CC1=CC=2CN(CCC2O1)C(C1=CC=C(C=C1)C(C1=CC=C(C=C1)OC)=O)=O (N,N-Dimethyl-(5-[4-(4-methoxybenzoyl)benzoyl]-4,5,6,7-tetrahydrofuro[3,2-c]pyridin-2-ylmethyl]amine), Cl (hydrogen chloride). Solvent: CO (methanol), C(C)(=O)OCC (ethyl acetate). The product is Cl.CN(C)CC1=CC=2CN(CCC2O1)C(C1=CC=C(C=C1)C(C1=CC=C(C=C1)OC)=O)=O (N,N-dimethyl-[5-[4-(4-methoxybenzoyl)benzoyl]-4,5,6,7-tetrahydrofuro[3,2-c]pyridin-2-ylmethyl]amine hydrochloride). Reaction SMILES: [CH3:1][N:2]([CH2:4][C:5]1[O:13][C:12]2[CH2:11][CH2:10][N:9]([C:14](=[O:31])[C:15]3[CH:20]=[CH:19][C:18]([C:21](=[O:30])[C:22]4[CH:27]=[CH:26][C:25]([O:28][CH3:29])=[CH:24][CH:23]=4)=[CH:17][CH:16]=3)[CH2:8][C:7]=2[CH:6]=1)[CH3:3].[ClH:32]>CO.C(OCC)(=O)C>[ClH:32].[CH3:1][N:2]([CH2:4][C:5]1[O:13][C:12]2[CH2:11][CH2:10][N:9]([C:14](=[O:31])[C:15]3[CH:20]=[CH:19][C:18]([C:21](=[O:30])[C:22]4[CH:23]=[CH:24][C:25]([O:28][CH3:29])=[CH:26][CH:27]=4)=[CH:17][CH:16]=3)[CH2:8][C:7]=2[CH:6]=1)[CH3:3] |f:4.5|. Procedure details: N,N-Dimethyl-(5-[4-(4-methoxybenzoyl)benzoyl]-4,5,6,7-tetrahydrofuro[3,2-c]pyridin-2-ylmethyl]amine 0.252 g was dissolved in 2 ml of methanol; hydrogen chloride in ethyl acetate was added in excess, followed by stirring. This mixture was then concentrated; the resulting solid was washed with diethyl ether to yield the desired product. Starting materials: O=C1CCC(=O)N1Br, ClC(Cl)(Cl)Cl, COC(=O)c1ccc(C)cc1OC, CC(C)(C#N)N=NC(C)(C)C#N, [Na+], [Na+], O=S([O-])[O-]. The product is COC(=O)c1ccc(CBr)cc1OC. As a reaction SMILES: [Br:1][N:2]1[C:3](=[O:4])[CH2:5][CH2:6][C:7]1=[O:8].[C:40]([Cl:41])([Cl:42])([Cl:43])[Cl:44].[CH3:21][c:22]1[cH:23][c:24]([O:32][CH3:33])[c:25]([C:26](=[O:27])[O:28][CH3:29])[cH:30][cH:31]1.[N:9]([C:10]([CH3:11])([CH3:12])[C:13]#[N:14])=[N:15][C:16]([CH3:17])([CH3:18])[C:19]#[N:20].[Na+:38].[Na+:39].[S:34]([O-:35])([O-:36])=[O:37]>>[Br:1][CH2:21][c:22]1[cH:23][c:24]([O:32][CH3:33])[c:25]([C:26](=[O:27])[O:28][CH3:29])[cH:30][cH:31]1. Reaction conditions: time 30 minute. The product is NC([C@@H](CC(C)C)NC=1N=C(C(=NC1)C(=O)N)NC=1C=NC2=CC=CC=C2C1)=O ((R)-5-(1-amino-4-methyl-1-oxopentan-2-ylamino)-3-(quinolin-3-ylamino)pyrazine-2-carboxamide). Solvent: CCO (EtOH), CS(=O)C (DMSO). Reported procedure: A mixture of (R)-2-(6-chloro-5-cyanopyrazin-2-ylamino)-4-methylpentanamide (70 mg, 0.261 mmol), 3-aminoquinoline (60 mg, 0.416 mmol), K2CO3 (60 mg, 0.434 mmol), BINAP (25 mg, 0.040 mmol) and Pd(OAc)2 (10 mg, 0.044 mmol) in dioxane (2 mL) was degassed with Ar, then was stirred at 100 C for 20 h. Water and EtOAc were added. Organic phase was separated, dried over Na2SO4, concentrated in vacuo to give (R)-2-(5-cyano-6-(quinolin-3-ylamino)pyrazin-2-ylamino)-4-methylpentanamide as a crude residue (13... Reaction SMILES: [C:1]([C:3]1[N:4]=[CH:5][C:6]([NH:20][C@H:21]([CH2:25][CH:26]([CH3:28])[CH3:27])[C:22]([NH2:24])=[O:23])=[N:7][C:8]=1[NH:9][C:10]1[CH:11]=[N:12][C:13]2[C:18]([CH:19]=1)=[CH:17][CH:16]=[CH:15][CH:14]=2)#[N:2].[OH-].[Na+].OO.CC(O)=[O:35]>CCO.CS(C)=O>[NH2:24][C:22](=[O:23])[C@H:21]([NH:20][C:6]1[N:7]=[C:8]([NH:9][C:10]2[CH:11]=[N:12][C:13]3[C:18]([CH:19]=2)=[CH:17][CH:16]=[CH:15][CH:14]=3)[C:3]([C:1]([NH2:2])=[O:35])=[N:4][CH:5]=1)[CH2:25][CH:26]([CH3:28])[CH3:27] |f:1.2|. Starting materials: CC(=O)O (HOAc), C(#N)C=1N=CC(=NC1NC=1C=NC2=CC=CC=C2C1)N[C@@H](C(=O)N)CC(C)C ((R)-2-(5-cyano-6-(quinolin-3-ylamino)pyrazin-2-ylamino)-4-methylpentanamide), [OH-].[Na+] (NaOH), OO (H2O2).